From a dataset of the Open Reaction Database (ORD), a public repository of structured organic reaction records. describe an organic reaction: reactants, conditions, products, and yield Reactants: C(C)(C)NC(C)C (diisopropylamine), S(O)(O)(=O)=O (sulphuric acid), FC(C(C=C)=O)(F)F (1,1,1-trifluorobut-3-en-2-one), [Li]CCCC (n-BuLi), C(C1=CC=CC=C1)C#N (benzyl cyanide). Run in C1CCOC1 (THF), C1(=CC=CC=C1)C (toluene), O (water). Conditions: temperature 0 celsius, time 2 hour. Product: C(C)OC=CC(C(C#N)C1=CC=CC=C1)(C(F)(F)F)O (5-ethoxy-3-hydroxy-2-phenyl-3-trifluoromethyl-pent-4-enenitrile). Yield: 164.4%. As a reaction SMILES: C(N[CH:5]([CH3:7])C)(C)C.[Li]CCCC.[CH2:13]([C:20]#[N:21])[C:14]1[CH:19]=[CH:18][CH:17]=[CH:16][CH:15]=1.[F:22][C:23]([F:29])([F:28])[C:24](=[O:27])[CH:25]=[CH2:26].S(=O)(=O)(O)[OH:31]>O.C1(C)C=CC=CC=1.C1COCC1>[CH2:5]([O:31][CH:26]=[CH:25][C:24]([OH:27])([C:23]([F:29])([F:28])[F:22])[CH:13]([C:14]1[CH:19]=[CH:18][CH:17]=[CH:16][CH:15]=1)[C:20]#[N:21])[CH3:7]. Procedure details: 500 ml of THF were cooled to −72° C. and admixed at this temperature first with 31.9 g of diisopropylamine and then at the same temperature with 126 ml of n-BuLi (2.5 molar in hexane). Subsequently, 35.1 g of benzyl cyanide dissolved in a further 250 ml of THE were added dropwise within 1 h. The mixture was left to stir for a further 2 h in order to complete the formation of the anion. Subsequently, at −72° C., within 2 h, the mixture was admixed with a solution of 50 g of 1,1,1-trifluorobut-3-e... The reactants are O1C(COC2=C3C=C(NC3=CC(=C2)C)C(=O)OCC)C1 (4-(2,3-epoxypropoxy)-2-ethoxycarbonyl-6-methyl-indole), C(C)(C)(C)N (tert.-butylamine). Run at time 3 day. Product: OC(COC1=C2C=C(NC2=CC(=C1)C)C(=O)OCC)CNC(C)(C)C (4-(2-hydroxy-3-tert.-butylamino-propoxy)-2-ethoxycarbonyl-6-methylindole). Isolated yield 71.0%. Reaction SMILES: [O:1]1[CH2:20][CH:2]1[CH2:3][O:4][C:5]1[CH:13]=[C:12]([CH3:14])[CH:11]=[C:10]2[C:6]=1[CH:7]=[C:8]([C:15]([O:17][CH2:18][CH3:19])=[O:16])[NH:9]2.[C:21]([NH2:25])([CH3:24])([CH3:23])[CH3:22]>>[OH:1][CH:2]([CH2:20][NH:25][C:21]([CH3:24])([CH3:23])[CH3:22])[CH2:3][O:4][C:5]1[CH:13]=[C:12]([CH3:14])[CH:11]=[C:10]2[C:6]=1[CH:7]=[C:8]([C:15]([O:17][CH2:18][CH3:19])=[O:16])[NH:9]2. Procedure details: 1.7 g 4-(2,3-epoxypropoxy)-2-ethoxycarbonyl-6-methyl-indole are dissolved in 25 ml tert.-butylamine. The solution is stored at room temperature for three days and then evaporated in vacuum. The residue is triturated with ether and aspirated. The crude product is dissolved in hot acetic ester and the solution is mixed with 0.3 ml glacial acetic acid. The precipitate resulting after cooling of the solution is aspirated and dried. There is obtained 1.8 g (~71% of theory) of 4-(2-hydroxy-3-tert.-but... Product: CCSc1nc(Cl)ccc1[N+](=O)[O-]. Reactants: CCS, C1CCOC1, O=[N+]([O-])c1ccc(Cl)nc1Cl, [H-], [Na+]. RXN SMILES: [CH2:12]([CH3:13])[SH:14].[CH2:17]1[O:18][CH2:19][CH2:20][CH2:21]1.[Cl:1][c:2]1[n:3][c:4]([Cl:11])[cH:5][cH:6][c:7]1[N+:8](=[O:9])[O-:10].[H-:16].[Na+:15]>>[c:2]1([S:14][CH2:12][CH3:13])[n:3][c:4]([Cl:11])[cH:5][cH:6][c:7]1[N+:8](=[O:9])[O-:10].